Dataset: the Open Reaction Database (ORD), a public repository of structured organic reaction records. Task: describe an organic reaction: reactants, conditions, products, and yield Reactants: [Al+3], ClCCCl, [Cl-], [Cl-], [Cl-], O=[N+]([O-])c1cccc(Oc2ccc(-c3ccccc3)cc2)c1, O=C(Cl)c1cccc([N+](=O)[O-])c1. The product is O=C(c1ccc(-c2ccc(Oc3cccc([N+](=O)[O-])c3)cc2)cc1)c1cccc([N+](=O)[O-])c1. Reaction SMILES: [Al+3:24].[CH2:39]([Cl:40])[CH2:41][Cl:42].[Cl-:23].[Cl-:25].[Cl-:26].[N+:1](=[O:2])([O-:3])[c:4]1[cH:5][c:6]([O:7][c:8]2[cH:9][cH:10][c:11](-[c:14]3[cH:15][cH:16][cH:17][cH:18][cH:19]3)[cH:12][cH:13]2)[cH:20][cH:21][cH:22]1.[N+:27](=[O:28])([O-:29])[c:30]1[cH:31][c:32]([C:33](=[O:34])[Cl:35])[cH:36][cH:37][cH:38]1>>[N+:1](=[O:2])([O-:3])[c:4]1[cH:5][c:6]([O:7][c:8]2[cH:9][cH:10][c:11](-[c:14]3[cH:15][cH:16][c:17]([C:33]([c:32]4[cH:31][c:30]([N+:27](=[O:28])[O-:29])[cH:38][cH:37][cH:36]4)=[O:34])[cH:18][cH:19]3)[cH:12][cH:13]2)[cH:20][cH:21][cH:22]1. Reactants: CCO, Cc1ccccc1, COc1cc2ncnc(Oc3ccc(N)cc3Cl)c2cc1OC, O=C(N=C=S)c1ccccc1Cl. Yields the product COc1cc2ncnc(Oc3ccc(NC(=S)NC(=O)c4ccccc4Cl)cc3Cl)c2cc1OC. As a reaction SMILES: [CH3:24][CH2:25][OH:26].[CH3:39][c:40]1[cH:41][cH:42][cH:43][cH:44][cH:45]1.[Cl:1][c:2]1[cH:3][c:4]([NH2:5])[cH:6][cH:7][c:8]1[O:9][c:10]1[n:11][cH:12][n:13][c:14]2[cH:15][c:16]([O:22][CH3:23])[c:17]([O:20][CH3:21])[cH:18][c:19]12.[Cl:27][c:28]1[c:29]([C:34](=[O:35])[N:36]=[C:37]=[S:38])[cH:30][cH:31][cH:32][cH:33]1>>[Cl:1][c:2]1[cH:3][c:4]([NH:5][C:37]([NH:36][C:34]([c:29]2[c:28]([Cl:27])[cH:33][cH:32][cH:31][cH:30]2)=[O:35])=[S:38])[cH:6][cH:7][c:8]1[O:9][c:10]1[n:11][cH:12][n:13][c:14]2[cH:15][c:16]([O:22][CH3:23])[c:17]([O:20][CH3:21])[cH:18][c:19]12. Starting materials: O1C(=CC=C1)C1=NC(=NC(=C1I)S(=O)C)N (4-furan-2-yl-5-iodo-6-methanesulfinyl-pyrimidin-2-yl-amine), C1(=CC=CC=C1)CCCN (3-phenylpropylamine). The solvent is C1CCOC1 (THF). Product: O1C(=CC=C1)C1=C(C(=NC(=N1)N)NCCCC1=CC=CC=C1)I (6-Furan-2-yl-5-iodo-N4-(3-phenyl-propyl)-pyrimidine-2,4-diamine). As a reaction SMILES: [O:1]1[CH:5]=[CH:4][CH:3]=[C:2]1[C:6]1[C:11]([I:12])=[C:10](S(C)=O)[N:9]=[C:8]([NH2:16])[N:7]=1.[C:17]1([CH2:23][CH2:24][CH2:25][NH2:26])[CH:22]=[CH:21][CH:20]=[CH:19][CH:18]=1>C1COCC1>[O:1]1[CH:5]=[CH:4][CH:3]=[C:2]1[C:6]1[N:7]=[C:8]([NH2:16])[N:9]=[C:10]([NH:26][CH2:25][CH2:24][CH2:23][C:17]2[CH:22]=[CH:21][CH:20]=[CH:19][CH:18]=2)[C:11]=1[I:12]. Reported procedure: From 4-furan-2-yl-5-iodo-6-methanesulfinyl-pyrimidin-2-yl-amine and 3-phenylpropylamine in THF. ES-MS m/e (%): 421 (M+H+, 100). Reactants: CC(C(=O)O)=CCCC(=CCCC(=CCCC(C)=O)C)C (2,6,10-trimethyl-14-oxo-2,6,10-pentadecatrienoic acid), C(C)N (ethylamine), C(C)(=O)OC(C)=O (acetic anhydride). The product is C(C)N(C(C)=O)CC(=CCCC(=CCCC(=CCCC(C)=O)C)C)C (N-ethyl-N-(2,6,10-trimethyl-14-oxo-2,6,10-pentadecatrienyl)acetamide). RXN SMILES: [CH3:1][C:2](=[CH:6][CH2:7][CH2:8][C:9]([CH3:21])=[CH:10][CH2:11][CH2:12][C:13]([CH3:20])=[CH:14][CH2:15][CH2:16][C:17](=[O:19])[CH3:18])[C:3](O)=O.[CH2:22]([NH2:24])[CH3:23].[C:25](OC(=O)C)(=[O:27])[CH3:26]>>[CH2:22]([N:24]([CH2:3][C:2]([CH3:1])=[CH:6][CH2:7][CH2:8][C:9]([CH3:21])=[CH:10][CH2:11][CH2:12][C:13]([CH3:20])=[CH:14][CH2:15][CH2:16][C:17](=[O:19])[CH3:18])[C:25](=[O:27])[CH3:26])[CH3:23]. Procedure details: Starting materials: 2,6,10-trimethyl-14-oxo-2,6,10-pentadecatrienoic acid; ethylamine (70% aqueous ethylamine solution); and acetic anhydride. Reactants: COC1=CC=C(C(C(=O)O)O)C=C1 (4-methoxymandelic acid), C[Si](CCN=C(N(C(C)C)C(C)C)O)(C)C (2-trimethylsilylethyl-N,N-diisopropyl-pseudourea). The solvent is C(C)(=O)OCC (ethyl acetate), O1CCOCC1 (dioxane). Yields the product COC1=CC=C(C(C(=O)OCC[Si](C)(C)C)O)C=C1 (2-Trimethylsilylethyl 4-methoxymandelate). Yield: 72.0%. As a reaction SMILES: [CH3:1][O:2][C:3]1[CH:13]=[CH:12][C:6]([CH:7]([OH:11])[C:8]([OH:10])=[O:9])=[CH:5][CH:4]=1.[CH3:14][Si:15]([CH3:29])([CH3:28])[CH2:16][CH2:17]N=C(O)N(C(C)C)C(C)C>O1CCOCC1.C(OCC)(=O)C>[CH3:1][O:2][C:3]1[CH:4]=[CH:5][C:6]([CH:7]([OH:11])[C:8]([O:10][CH2:17][CH2:16][Si:15]([CH3:29])([CH3:28])[CH3:14])=[O:9])=[CH:12][CH:13]=1. Procedure details: To a solution of 4-methoxymandelic acid (2.00 g, 10.978 mmol) in 55 mL of dioxane at 90° C. is added 2-trimethylsilylethyl-N,N-diisopropyl-pseudourea. The resulting solution is refluxed for about 8 hours. After cooling the mixture is diluted with 50 mL of ethyl acetate, filtered, washed with saturated aqueous sodium bicarbonate followed by brine, dried over magnesium sulfate, and concentrated. The resulting residue is chromatographed on silica gel (9/1 hexanes/ethyl acetate) to give the title co... Reactants: ClC1=CC=C(C(=O)C2=CC=C(C=C2)S(=O)(=O)C)C=C1 (4-chloro-4'-methanesulfonylbenzophenone), C(CCC(=O)[O-])(=O)OCC (ethyl succinate), CC(C)([O-])C.[K+] (potassium t-butoxide), C(C)(C)(C)O (t-butanol). The solvent is C(C)OCC (diethyl ether), O (water). Conditions: time 7 hour. Yields the product C(C)OC(=O)\C(\CC(=O)O)=C(\C1=CC=C(C=C1)S(=O)(=O)C)/C1=CC=C(C=C1)Cl ((Z)-3-ethoxycarbonyl-4-(4-chlorophenyl)-4-(4-methanesulfonylphenyl)but-3-enoic acid). The yield is 20.8%. Reaction SMILES: [Cl:1][C:2]1[CH:19]=[CH:18][C:5]([C:6]([C:8]2[CH:13]=[CH:12][C:11]([S:14]([CH3:17])(=[O:16])=[O:15])=[CH:10][CH:9]=2)=O)=[CH:4][CH:3]=1.[C:20]([O:27][CH2:28][CH3:29])(=[O:26])[CH2:21][CH2:22][C:23]([O-:25])=[O:24].CC(C)([O-])C.[K+].C(O)(C)(C)C>C(OCC)C.O>[CH2:28]([O:27][C:20](/[C:21](=[C:6](\[C:5]1[CH:18]=[CH:19][C:2]([Cl:1])=[CH:3][CH:4]=1)/[C:8]1[CH:13]=[CH:12][C:11]([S:14]([CH3:17])(=[O:16])=[O:15])=[CH:10][CH:9]=1)/[CH2:22][C:23]([OH:25])=[O:24])=[O:26])[CH3:29] |f:2.3|. Reported procedure: 341.5 g (1.16 moles) of 4-chloro-4'-methanesulfonylbenzophenone, prepared in example 2, 310 ml (1.85 moles) of ethyl succinate and 195.5 g (1.74 moles) of potassium t-butoxide are successively added to 2.5 liters of t-butanol. The temperature rises to 40°-45° C., the mixture is stirred for 7 hours at room temperature after this exothermic reaction and is then poured into iced water. After acidification to pH 3 with hydrochloric acid, the mixture is extracted with diethyl ether. The organic phase... RXN SMILES: [NH:1]([C:3]1[N:12]=[C:11]([C:13]2[CH:18]=[CH:17][CH:16]=[CH:15][CH:14]=2)[C:10]2[C:5](=[CH:6][CH:7]=[C:8]([O:19][CH3:20])[CH:9]=2)[N:4]=1)[NH2:2].[C:21]([O-])([O-])(OCC)[CH3:22].S(=O)(=O)(O)O>C(O)C>[CH3:21][C:22]1[N:4]2[C:5]3[C:10]([C:11]([C:13]4[CH:18]=[CH:17][CH:16]=[CH:15][CH:14]=4)=[N:12][C:3]2=[N:1][N:2]=1)=[CH:9][C:8]([O:19][CH3:20])=[CH:7][CH:6]=3. Starting materials: N(N)C1=NC2=CC=C(C=C2C(=N1)C1=CC=CC=C1)OC (2-hydrazino-4-phenyl-6-methoxyquinazoline), C(C)(OCC)([O-])[O-] (ethyl orthoacetate), S(O)(O)(=O)=O (sulfuric acid). Product: CC1=NN=C2N1C1=CC=C(C=C1C(=N2)C2=CC=CC=C2)OC (1-methyl-5-phenyl-7-methoxy-s-triazolo[4,3-a]quinazoline). Procedure details: In the next place, to a solution of 2.0 g of 2-hydrazino-4-phenyl-6-methoxyquinazoline in 100 ml of ethanol were added 3.5 g of ethyl orthoacetate and 0.5 ml of concentrated sulfuric acid. The resulting mixture was refluxed for 3 hours and then the solvent was removed under reduced pressure. To the residue was added ammonia water to basify, and the mixture was extracted with chloroform. The extract was washed with water, dried over anhydrous sodium sulfate and evaporated to dryness in vacuo. To ... The solvent is C(C)O (ethanol). Reactants: COCC=Cc1c(C)cccc1C(=O)NC1(C(=O)O)Cc2ccccc2C1, CCO. Yields the product COCCCc1c(C)cccc1C(=O)NC1(C(=O)O)Cc2ccccc2C1. RXN SMILES: [CH3:1][O:2][CH2:3][CH:4]=[CH:5][c:6]1[c:7]([C:8](=[O:9])[NH:10][C:11]2([C:20](=[O:21])[OH:22])[CH2:12][c:13]3[cH:14][cH:15][cH:16][cH:17][c:18]3[CH2:19]2)[cH:23][cH:24][cH:25][c:26]1[CH3:27].[CH3:28][CH2:29][OH:30]>>[CH3:1][O:2][CH2:3][CH2:4][CH2:5][c:6]1[c:7]([C:8](=[O:9])[NH:10][C:11]2([C:20](=[O:21])[OH:22])[CH2:12][c:13]3[cH:14][cH:15][cH:16][cH:17][c:18]3[CH2:19]2)[cH:23][cH:24][cH:25][c:26]1[CH3:27].